From a dataset of the Open Reaction Database (ORD), a public repository of structured organic reaction records. describe an organic reaction: reactants, conditions, products, and yield Starting materials: C1CCNCC1, Cc1[nH]c(C=O)c(C)c1C(=O)N1CCN(C)CC1, CCO, O=C1Cc2c(cccc2-c2cccc(F)c2)N1. The product is Cc1[nH]c(C=C2C(=O)Nc3cccc(-c4cccc(F)c4)c32)c(C)c1C(=O)N1CCN(C)CC1. Reaction SMILES: [CH2:36]1[CH2:37][CH2:38][NH:39][CH2:40][CH2:41]1.[CH3:18][c:19]1[c:20]([CH:34]=[O:35])[nH:21][c:22]([CH3:33])[c:23]1[C:24](=[O:25])[N:26]1[CH2:27][CH2:28][N:29]([CH3:32])[CH2:30][CH2:31]1.[CH3:42][CH2:43][OH:44].[F:1][c:2]1[cH:3][c:4](-[c:8]2[c:9]3[c:13]([cH:14][cH:15][cH:16]2)[NH:12][C:11](=[O:17])[CH2:10]3)[cH:5][cH:6][cH:7]1>>[F:1][c:2]1[cH:3][c:4](-[c:8]2[c:9]3[c:13]([cH:14][cH:15][cH:16]2)[NH:12][C:11](=[O:17])[C:10]3=[CH:34][c:20]2[c:19]([CH3:18])[c:23]([C:24](=[O:25])[N:26]3[CH2:27][CH2:28][N:29]([CH3:32])[CH2:30][CH2:31]3)[c:22]([CH3:33])[nH:21]2)[cH:5][cH:6][cH:7]1. Reactants: C#CC=C(CC)c1cccc(CCc2ccc(C(O[SiH](C)C)C(C)(C)C)c(C(O[SiH](C)C)C(C)(C)C)c2)c1, O=C(C(F)(F)F)C(F)(F)F, [Li]CCCC. The product is CCC(=CC#CC(O)(C(F)(F)F)C(F)(F)F)c1cccc(CCc2ccc(C(O[SiH](C)C)C(C)(C)C)c(C(O[SiH](C)C)C(C)(C)C)c2)c1. RXN SMILES: [C:1]([CH3:2])([CH3:3])([CH3:4])[CH:5]([c:6]1[cH:7][c:8]([CH2:21][CH2:22][c:23]2[cH:24][c:25]([C:29](=[CH:30][C:31]#[CH:32])[CH2:33][CH3:34])[cH:26][cH:27][cH:28]2)[cH:9][cH:10][c:11]1[CH:12]([O:13][SiH:14]([CH3:15])[CH3:16])[C:17]([CH3:18])([CH3:19])[CH3:20])[O:35][SiH:36]([CH3:37])[CH3:38].[F:44][C:45]([F:46])([F:47])[C:48](=[O:49])[C:50]([F:51])([F:52])[F:53].[Li:39][CH2:40][CH2:41][CH2:42][CH3:43]>>[C:1]([CH3:2])([CH3:3])([CH3:4])[CH:5]([c:6]1[cH:7][c:8]([CH2:21][CH2:22][c:23]2[cH:24][c:25]([C:29](=[CH:30][C:31]#[C:32][C:48]([C:45]([F:44])([F:46])[F:47])([OH:49])[C:50]([F:51])([F:52])[F:53])[CH2:33][CH3:34])[cH:26][cH:27][cH:28]2)[cH:9][cH:10][c:11]1[CH:12]([O:13][SiH:14]([CH3:15])[CH3:16])[C:17]([CH3:18])([CH3:19])[CH3:20])[O:35][SiH:36]([CH3:37])[CH3:38]. The reactants are COCCN(C(=O)C=1C=C(C(N2C=CC3=C(C12)SC=C3)=O)C3=CC=C(C=C3)OCC3=CC=CC=C3)C3=CC=CC=C3 (8-(4-benzyloxy-phenyl)-7-oxo-7H-thieno[2,3-a]-quinolizine-10-carboxylic acid (2-methoxy-ethyl)-phenyl-amide), CO (methanol), C(CCC)[Li] (n-butyllithium), aqueous buffer solution, CI (methyl iodide). The solvent is CCCCCC (hexane), O1CCCC1 (tetrahydrofuran). Conditions: temperature -20 celsius. Product: COCCN(C(=O)C=1C=C(C(N2C=CC3=C(C12)SC(=C3)C)=O)C3=CC=C(C=C3)OCC3=CC=CC=C3)C3=CC=CC=C3 (8-(4-benzyloxy-phenyl)-2-methyl-7-oxo-7H-thieno[2,3-a]quinolizine-10-carboxylic acid (2-methoxyethyl)-phenyl-amide). Isolated yield 35.0%. As a reaction SMILES: [CH3:1][O:2][CH2:3][CH2:4][N:5]([C:36]1[CH:41]=[CH:40][CH:39]=[CH:38][CH:37]=1)[C:6]([C:8]1[CH:9]=[C:10]([C:22]2[CH:27]=[CH:26][C:25]([O:28][CH2:29][C:30]3[CH:35]=[CH:34][CH:33]=[CH:32][CH:31]=3)=[CH:24][CH:23]=2)[C:11](=[O:21])[N:12]2[C:17]=1[C:16]1[S:18][CH:19]=[CH:20][C:15]=1[CH:14]=[CH:13]2)=[O:7].[CH2:42]([Li])CCC.CI.CO>O1CCCC1.CCCCCC>[CH3:1][O:2][CH2:3][CH2:4][N:5]([C:36]1[CH:37]=[CH:38][CH:39]=[CH:40][CH:41]=1)[C:6]([C:8]1[CH:9]=[C:10]([C:22]2[CH:27]=[CH:26][C:25]([O:28][CH2:29][C:30]3[CH:35]=[CH:34][CH:33]=[CH:32][CH:31]=3)=[CH:24][CH:23]=2)[C:11](=[O:21])[N:12]2[C:17]=1[C:16]1[S:18][C:19]([CH3:42])=[CH:20][C:15]=1[CH:14]=[CH:13]2)=[O:7]. Procedure: 500 mg (0.89 mmol) of 8-(4-benzyloxy-phenyl)-7-oxo-7H-thieno[2,3-a]-quinolizine-10-carboxylic acid (2-methoxy-ethyl)-phenyl-amide in 50 ml of tetrahydrofuran were lithiated at -70° C. with 1.1 ml of 1.6N n-butyllithium solution in hexane. After stirring at -70° C. for 1 hour 0.17 ml (2.68 mmol) of methyl iodide was added thereto and the mixture was left to warm to -20° C. during 5 hours. Then, 20 ml of methanol were added thereto, the mixture was left to warm to room temperature, treated with 40... As a reaction SMILES: [Cl:1][C:2]1[CH:3]=[C:4]([CH2:9]O)[CH:5]=[CH:6][C:7]=1[F:8].P(Br)(Br)[Br:12]>C(Cl)Cl>[Br:12][CH2:9][C:4]1[CH:5]=[CH:6][C:7]([F:8])=[C:2]([Cl:1])[CH:3]=1. The yield is 61.9%. The reactants are ClC=1C=C(C=CC1F)CO ((3-chloro-4-fluoro-phenyl)-methanol), P(Br)(Br)Br (PBr3). Conditions: time 1 hour. The product is BrCC1=CC(=C(C=C1)F)Cl (4-Bromomethyl-2-chloro-1-fluoro-benzene). Reported procedure: To a solution of (3-chloro-4-fluoro-phenyl)-methanol (4.3 g, 26.8 mmol) in DCM (20 mL) was added PBr3 (1 mL) at 0° C. The resulting mixture was stirred at room temperature for 1 hour before it was quenched with satd. aq. NaHCO3 solution. The organic solution was washed with water, brine, dried over anhy. Na2SO4 and concentrated in vacuo to give the desired product (3.7 g, 61.9%). It was used directly in the next step, without further purification. The solvent is C(Cl)Cl (DCM). Reactants: O1CCC(=C1)C(=O)OCC (ethyl 2,3-dihydro-4-furoate), C([O-])(O)=O.[Na+] (sodium bicarbonate), C(C)O (ethanol), BrBr (bromine). Run at temperature 0 celsius. Yields the product BrC1(C(OCC1)OCC)C(=O)OCC (Ethyl 3-bromo-2-ethoxytetrahydro-3-furoate). Yield: 95.8%. RXN SMILES: [O:1]1[CH:5]=[C:4]([C:6]([O:8][CH2:9][CH3:10])=[O:7])[CH2:3][CH2:2]1.C(=O)(O)[O-].[Na+].[Br:16]Br.[CH2:18]([OH:20])[CH3:19]>>[Br:16][C:4]1([C:6]([O:8][CH2:9][CH3:10])=[O:7])[CH2:3][CH2:2][O:1][CH:5]1[O:20][CH2:18][CH3:19] |f:1.2|. Reported procedure: To a nitrogen-purged, 1000-mL, four-neck, round-bottom flask equipped with a thermocouple/thermowell, Dry Ice/acetone bath, addition funnel, condenser, and magnetic stirrer was charged 200 mL of ethanol, 142.12 g (1.00 mole) of ethyl 2,3-dihydro-4-furoate, and 93.0 g (1.11 mole) of sodium bicarbonate. The slurry was cooled to about 0° C. then 159.1 g (0.995 mole) of bromine was added dropwise from the addition funnel over 75 minutes at a temperature of -3 to 30° C. After 15 minutes the bath was ... The reactants are C(C)(C)(C)OC(=O)N1CC(C1)NC=1C=C2N3[C@@H](C(NN=C3COC2=CC1C(C)C)=O)C (3-(7-isopropyl-4(R)-methyl-3-oxo-2,3,4,10-tetrahydro-9-oxa-1,2,4a-triaza-phenanthren-6-ylamino)-azetidine-1-carboxylic acid tert-butyl ester), C(=O)(C(F)(F)F)O (TFA). Solvent: C(Cl)Cl (DCM). The product is FC(C(=O)O)(F)F.N1CC(C1)NC=1C=C2N3[C@@H](C(NN=C3COC2=CC1C(C)C)=O)C (6-(azetidin-3-ylamino)-7-isopropyl-4(R)-methyl-2,10-dihydro-9-oxa-1,2,4a-triaza-phenanthren-3-one trifluoroacetic acid). RXN SMILES: C(OC([N:8]1[CH2:11][CH:10]([NH:12][C:13]2[CH:14]=[C:15]3[C:24](=[CH:25][C:26]=2[CH:27]([CH3:29])[CH3:28])[O:23][CH2:22][C:21]2[N:16]3[C@H:17]([CH3:31])[C:18](=[O:30])[NH:19][N:20]=2)[CH2:9]1)=O)(C)(C)C.[C:32]([OH:38])([C:34]([F:37])([F:36])[F:35])=[O:33]>C(Cl)Cl>[F:35][C:34]([F:37])([F:36])[C:32]([OH:38])=[O:33].[NH:8]1[CH2:9][CH:10]([NH:12][C:13]2[CH:14]=[C:15]3[C:24](=[CH:25][C:26]=2[CH:27]([CH3:28])[CH3:29])[O:23][CH2:22][C:21]2[N:16]3[C@H:17]([CH3:31])[C:18](=[O:30])[NH:19][N:20]=2)[CH2:11]1 |f:3.4|. Procedure details: A solution of 3-(7-isopropyl-4(R)-methyl-3-oxo-2,3,4,10-tetrahydro-9-oxa-1,2,4a-triaza-phenanthren-6-ylamino)-azetidine-1-carboxylic acid tert-butyl ester (Enantiomer 1, SFC (Table 1, Method 11) Rt=2.948 min.; 0.33 g, 0.77 mmol) in DCM (8 mL) and TFA (2 mL) was stirred at ambient temperature for 2 h. The solvent was removed in vacuo to give 6-(azetidin-3-ylamino)-7-isopropyl-4(R)-methyl-2,10-dihydro-9-oxa-1,2,4a-triaza-phenanthren-3-one trifluoroacetic acid as a pale yellow solid (Example #57-1,...